This data is from the Open Reaction Database (ORD), a public repository of structured organic reaction records. The task is: describe an organic reaction: reactants, conditions, products, and yield The reactants are C([O-])(O)=O.[Na+] (sodium bicarbonate), FC(C(=O)O)(F)F.ClC1=C(C(=CC=C1)Cl)NC(=N)NCC1(OCCO1)C (N-(2,6-Dichlorophenyl)-N′-(2-methyl-[1,3]dioxolan-2-ylmethyl)guanidine trifluoroacetic acid salt), Cl (hydrochloric acid), O (water). Solvent: ClCCl (dichloromethane). Run at temperature 90 celsius. The product is Cl.ClC1=C(C(=CC=C1)Cl)NC=1NC=C(N1)C ((2,6-Dichlorophenyl)(4-methyl-1H-imidazol-2-yl)amine hydrochloride). The yield is 144.9%. Reaction SMILES: FC(F)(F)C(O)=O.[Cl:8][C:9]1[CH:14]=[CH:13][CH:12]=[C:11]([Cl:15])[C:10]=1[NH:16][C:17]([NH:19][CH2:20][C:21]1([CH3:26])OCCO1)=[NH:18].Cl.O.C(=O)(O)[O-].[Na+]>ClCCl>[ClH:8].[Cl:8][C:9]1[CH:14]=[CH:13][CH:12]=[C:11]([Cl:15])[C:10]=1[NH:16][C:17]1[NH:19][CH:20]=[C:21]([CH3:26])[N:18]=1 |f:0.1,4.5,7.8|. Procedure: N-(2,6-Dichlorophenyl)-N′-(2-methyl-[1,3]dioxolan-2-ylmethyl)guanidine trifluoroacetic acid salt (29 mg) was mixed with 1 ml of concentrated hydrochloric acid and heated at 90° C. for 30 min. Cooling was followed by dilution with water and addition of dichloromethane. The mixture was then made alkaline with saturated sodium bicarbonate solution and extracted twice with dichloromethane. The combined organic phases were dried over magnesium sulfate, filtered and concentrated. The residue was mixed...